This data is from the Open Reaction Database (ORD), a public repository of structured organic reaction records. The task is: describe an organic reaction: reactants, conditions, products, and yield The reactants are C1(=CC=CC=C1)C1=CC=C(C=O)C=C1 (4-phenylbenzaldehyde), C(C(C)C)(=O)CC(=O)OCC (ethyl isobutyrylacetate), [OH-].[NH4+] (ammonium hydroxide). The product is C(C)(C)C1=NC(=C(C(=C1C(=O)OCC)C1=CC=C(C=C1)C1=CC=CC=C1)C=CCCC)C(C)C (Ethyl 2,6-diisopropyl-4-[4-(phenyl)phenyl]-5-(pent-1-enyl)pyridine-3-carboxylate). RXN SMILES: [C:1]1([C:7]2[CH:14]=[CH:13][C:10]([CH:11]=O)=[CH:9][CH:8]=2)[CH:6]=[CH:5][CH:4]=[CH:3][CH:2]=1.[C:15]([CH2:20][C:21]([O:23][CH2:24][CH3:25])=[O:22])(=O)[CH:16]([CH3:18])[CH3:17].[OH-].[NH4+:27]>>[CH:16]([C:15]1[C:20]([C:21]([O:23][CH2:24][CH3:25])=[O:22])=[C:11]([C:10]2[CH:13]=[CH:14][C:7]([C:1]3[CH:6]=[CH:5][CH:4]=[CH:3][CH:2]=3)=[CH:8][CH:9]=2)[C:8]([CH:7]=[CH:1][CH2:2][CH2:3][CH3:4])=[C:9]([CH:10]([CH3:13])[CH3:11])[N:27]=1)([CH3:18])[CH3:17] |f:2.3|. Procedure: Prepared from 4-phenylbenzaldehyde, ethyl isobutyrylacetate and concentrated ammonium hydroxide by the procedures described in Example 125, Steps A-E. 1H NMR (300 MHz, CDCl3): δ 0.73 (t, J=7.4 Hz, 3 H), 0.93 (t, J=7.0 Hz, 3 H), 1.10-1.40 (m, 14 H), 1.97 (tdd, J=7.0, 7.0, 1.1 Hz, 2 H), 3.10 (m, 1 H), 3.45 (m, 1 H), 4.0 (q, J=7.4 Hz, 2 H), 5.40 (m, 1 H), 6.10 (dt, J=16.2, 1.1 Hz, 1 H), 7.20-7.70 (m, 9 H). mp 104-106° C. Reactants: Cc1cccc2c(C3OC(COCc4ccccc4)C(OCc4ccccc4)C(OCc4ccccc4)C3OCc3ccccc3)cn(Cc3ccc(C=CCC(=O)O)cc3)c12, CC1(C)OCC(CO)O1, CN(C)c1ccncc1, C(=NC1CCCCC1)=NC1CCCCC1, ClCCl. Product: Cc1cccc2c(C3OC(COCc4ccccc4)C(OCc4ccccc4)C(OCc4ccccc4)C3OCc3ccccc3)cn(Cc3ccc(C=CCC(=O)OCC4COC(C)(C)O4)cc3)c12. RXN SMILES: [CH2:1]([c:2]1[cH:3][cH:4][cH:5][cH:6][cH:7]1)[O:8][CH:9]1[CH:10]([c:40]2[cH:41][n:42]([CH2:50][c:51]3[cH:52][cH:53][c:54]([CH:57]=[CH:58][CH2:59][C:60](=[O:61])[OH:62])[cH:55][cH:56]3)[c:43]3[c:44]([CH3:49])[cH:45][cH:46][cH:47][c:48]23)[O:11][CH:12]([CH2:31][O:32][CH2:33][c:34]2[cH:35][cH:36][cH:37][cH:38][cH:39]2)[CH:13]([O:23][CH2:24][c:25]2[cH:26][cH:27][cH:28][cH:29][cH:30]2)[CH:14]1[O:15][CH2:16][c:17]1[cH:18][cH:19][cH:20][cH:21][cH:22]1.[CH3:63][C:64]1([CH3:71])[O:65][CH2:66][CH:67]([CH2:69][OH:70])[O:68]1.[CH3:87][N:88]([CH3:89])[c:90]1[cH:91][cH:92][n:93][cH:94][cH:95]1.[CH:72]1([N:73]=[C:74]=[N:75][CH:76]2[CH2:77][CH2:78][CH2:79][CH2:80][CH2:81]2)[CH2:82][CH2:83][CH2:84][CH2:85][CH2:86]1.[Cl:96][CH2:97][Cl:98]>>[CH2:1]([c:2]1[cH:3][cH:4][cH:5][cH:6][cH:7]1)[O:8][CH:9]1[CH:10]([c:40]2[cH:41][n:42]([CH2:50][c:51]3[cH:52][cH:53][c:54]([CH:57]=[CH:58][CH2:59][C:60](=[O:61])[O:62][CH2:69][CH:67]4[CH2:66][O:65][C:64]([CH3:63])([CH3:71])[O:68]4)[cH:55][cH:56]3)[c:43]3[c:44]([CH3:49])[cH:45][cH:46][cH:47][c:48]23)[O:11][CH:12]([CH2:31][O:32][CH2:33][c:34]2[cH:35][cH:36][cH:37][cH:38][cH:39]2)[CH:13]([O:23][CH2:24][c:25]2[cH:26][cH:27][cH:28][cH:29][cH:30]2)[CH:14]1[O:15][CH2:16][c:17]1[cH:18][cH:19][cH:20][cH:21][cH:22]1. The reactants are COC(=O)Cc1c(Cl)cc(Nc2ncccc2[N+](=O)[O-])cc1Cl, CO. Yields the product COC(=O)Cc1c(Cl)cc(Nc2ncccc2N)cc1Cl. As a reaction SMILES: [CH3:1][O:2][C:3]([CH2:4][c:5]1[c:6]([Cl:22])[cH:7][c:8]([NH:12][c:13]2[n:14][cH:15][cH:16][cH:17][c:18]2[N+:19]([O-:20])=[O:21])[cH:9][c:10]1[Cl:11])=[O:23].[CH3:24][OH:25]>>[CH3:1][O:2][C:3]([CH2:4][c:5]1[c:6]([Cl:22])[cH:7][c:8]([NH:12][c:13]2[n:14][cH:15][cH:16][cH:17][c:18]2[NH2:19])[cH:9][c:10]1[Cl:11])=[O:23]. Reactants: CC(=O)[O-], CC(=O)[O-], Cc1ccc(C)cc1, CS(C)=O, N#Cc1ccccc1Cl, [F-], [K+], O, [Pd+2], Cc1ccc(B(O)O)cc1. Yields the product Cc1ccc(-c2ccccc2C#N)cc1. Reaction SMILES: [C:35]([O-:36])(=[O:37])[CH3:38].[C:40]([O-:41])(=[O:42])[CH3:43].[CH3:22][c:23]1[cH:24][cH:25][c:26]([CH3:27])[cH:28][cH:29]1.[CH3:31][S:32]([CH3:33])=[O:34].[Cl:1][c:2]1[c:3]([C:4]#[N:5])[cH:6][cH:7][cH:8][cH:9]1.[F-:20].[K+:21].[OH2:30].[Pd+2:39].[c:10]1([CH3:19])[cH:11][cH:12][c:13]([B:16]([OH:17])[OH:18])[cH:14][cH:15]1>>[c:2]1(-[c:13]2[cH:12][cH:11][c:10]([CH3:19])[cH:15][cH:14]2)[c:3]([C:4]#[N:5])[cH:6][cH:7][cH:8][cH:9]1. Starting materials: C1(=CC=CC=C1)C=1OC2=C(C1)C=CC=C2 (2-phenylbenzofuran), stannic chloride, C(C1=CC=C(C=C1)OC)(=O)Cl (p-anisoyl chloride), C(Cl)Cl (methylene chloride). The solvent is O (Water). Run at time 2 hour. The product is COC1=CC=C(C(=O)C2=C(OC3=C2C=CC=C3)C3=CC=CC=C3)C=C1 (3-(4-methoxybenzoyl)-2-phenylbenzofuran). As a reaction SMILES: [C:1]1([C:7]2[O:8][C:9]3[CH:15]=[CH:14][CH:13]=[CH:12][C:10]=3[CH:11]=2)[CH:6]=[CH:5][CH:4]=[CH:3][CH:2]=1.[C:16](Cl)(=[O:25])[C:17]1[CH:22]=[CH:21][C:20]([O:23][CH3:24])=[CH:19][CH:18]=1.C(Cl)Cl>O>[CH3:24][O:23][C:20]1[CH:21]=[CH:22][C:17]([C:16]([C:11]2[C:10]3[CH:12]=[CH:13][CH:14]=[CH:15][C:9]=3[O:8][C:7]=2[C:1]2[CH:6]=[CH:5][CH:4]=[CH:3][CH:2]=2)=[O:25])=[CH:18][CH:19]=1. Procedure: To a cooled (ice bath) mixture of 7.81 g. (0.040 mol.) of 2-phenylbenzofuran and 7.0 g. (0.041 mol.) of p-anisoyl chloride in 100 ml. of methylene chloride is added dropwise 28.7 g. (0.11 mol.) of stannic chloride. The reaction mixture is allowed to warm to ambient temperature, then stirred for 2 hours. Water is slowly added to the mixture and it is stirred an additional 30 minutes. The layers are separated and the organic phase is washed with water until the washings are neutral, dried (MgSO4) ... The reactants are N1(N=NN=C1)C1=CC=C(C=C1)C(C)=O (1-[4-(1H-tetrazol-1-yl)phenyl]ethanone), ( 1 ), C(CN)N (ethylenediamine). Run in C(C)(=O)O (acetic acid). The product is N1(N=NN=C1)C1=CC=C(C=C1)C(C)NCCN (N-[1-[4-(1H-tetrazol-1-yl)phenyl]ethyl]ethane-1,2-diamine). Reaction SMILES: [N:1]1([C:6]2[CH:11]=[CH:10][C:9]([C:12](=O)[CH3:13])=[CH:8][CH:7]=2)[CH:5]=[N:4][N:3]=[N:2]1.[CH2:15]([NH2:18])[CH2:16][NH2:17]>C(O)(=O)C>[N:1]1([C:6]2[CH:11]=[CH:10][C:9]([CH:12]([NH:17][CH2:16][CH2:15][NH2:18])[CH3:13])=[CH:8][CH:7]=2)[CH:5]=[N:4][N:3]=[N:2]1. Procedure details: By using 1-[4-(1H-tetrazol-1-yl)phenyl]ethanone (250 mg), ethylenediamine (400 μl) and acetic acid (700 μl) as starting materials, the title compound (60.5 mg) was obtained in the same manner as that of Reference Example 64, (1). Reactants: C(C)(=O)C=1C=C(OC=2N(C(C=3NC(=NC3N2)C2CCCC2)=O)CCC)C=CC1 (2-(3-Acetyl-phenoxy)-8-cyclopentyl-1-propyl-1,7-dihydro-purin-6-one), C[Mg]Br (methyl magnesium bromide), C[Mg]Br (methyl magnesium bromide). Solvent: C1CCOC1 (THF). Run at time 2 hour. The product is C1(CCCC1)C1=NC=2N=C(N(C(C2N1)=O)CCC)OC1=CC(=CC=C1)C(C)(C)O (8-Cyclopentyl-2-[3-(1-hydroxy-1-methyl-ethyl)-phenoxy]-1-propyl-1,7-dihydro-purin-6-one). Isolated yield 32.4%. Reaction SMILES: [C:1]([C:4]1[CH:5]=[C:6]([CH:26]=[CH:27][CH:28]=1)[O:7][C:8]1[N:9]([CH2:23][CH2:24][CH3:25])[C:10](=[O:22])[C:11]2[NH:12][C:13]([CH:17]3[CH2:21][CH2:20][CH2:19][CH2:18]3)=[N:14][C:15]=2[N:16]=1)(=[O:3])[CH3:2].[CH3:29][Mg]Br>C1COCC1>[CH:17]1([C:13]2[NH:12][C:11]3[C:10](=[O:22])[N:9]([CH2:23][CH2:24][CH3:25])[C:8]([O:7][C:6]4[CH:26]=[CH:27][CH:28]=[C:4]([C:1]([OH:3])([CH3:29])[CH3:2])[CH:5]=4)=[N:16][C:15]=3[N:14]=2)[CH2:21][CH2:20][CH2:19][CH2:18]1. Procedure details: 2-(3-Acetyl-phenoxy)-8-cyclopentyl-1-propyl-1,7-dihydro-purin-6-one (0.08 g, 0.21 mmol), was taken in THF. To this was added methyl magnesium bromide (30 μl, 0.25 mmol) drop wise at −70° C. and stirred for 2 hours. Another lot of methyl magnesium bromide (30 μl, 0.25 mmol) was added and stirred further for 2 hours. Reaction was quenched with saturated NH4Cl solution and concentrated to evaporate THF and residue was dissolved in ethyl acetate, washed with water followed by brine and dried over an...